Task: describe an organic reaction: reactants, conditions, products, and yield. Dataset: the Open Reaction Database (ORD), a public repository of structured organic reaction records Reactants: Cl.NO (Hydroxylamine hydrochloride), FC=1C=C(C=CC1OC)C(CC1=CC=CC=C1)=O (1-(3-fluoro-4-methoxyphenyl)-2-phenyl-ethan-1-one), O (Water), [OH-].[K+] (potassium hydroxide). Solvent: C1(=CC=CC=C1)C (toluene), C(C)O (ethanol). Run at time 30 minute. Yields the product FC=1C=C(C=CC1OC)C(CC1=CC=CC=C1)=NO (1-(3-fluoro-4-methoxyphenyl)-2-phenyl-ethan-1-one oxime). As a reaction SMILES: Cl.[NH2:2][OH:3].[OH-].[K+].[F:6][C:7]1[CH:8]=[C:9]([C:15](=O)[CH2:16][C:17]2[CH:22]=[CH:21][CH:20]=[CH:19][CH:18]=2)[CH:10]=[CH:11][C:12]=1[O:13][CH3:14].O>C(O)C.C1(C)C=CC=CC=1>[F:6][C:7]1[CH:8]=[C:9]([C:15](=[N:2][OH:3])[CH2:16][C:17]2[CH:22]=[CH:21][CH:20]=[CH:19][CH:18]=2)[CH:10]=[CH:11][C:12]=1[O:13][CH3:14] |f:0.1,2.3|. Reported procedure: Hydroxylamine hydrochloride (3.7 g, 53.2 mmol) and potassium hydroxide (2.98 g, 53.2 mmol) were suspended in absolute ethanol (25 mL) and stirred for 30 minutes. To this, a suspension of 1-(3-fluoro-4-methoxyphenyl)-2-phenyl-ethan-1-one from Step 1 (10.0 g, 40.9 mmol) in toluene (150 mL) was added in one portion. The yellow suspension was warmed to reflux for 16 hours, then the suspension was cooled to room temperature. Water (100 mL) was added, and the resulting solution was extracted with ethy... Reported procedure: A mixture of 3-iodo-2-methyl-benzoic acid (90 mmol, 23.6 g), methanol (250 mL), and concentrated sulfuric acid (13 mL) was refluxed with stirring for 40 h before it was concentrated in vacuo. The residue was dissolved in ethyl acetate and the mixture was neutralized by adding small portions of a saturated aqueous NaHCO3 solution with stirring. The organic phase was dried over MgSO4 and concentrated in vacuo to give the title compound as a yellowish oil (24.3 g); 1H NMR (CDCl3, 200 MHz): δ=7.96 (... Product: COC(C1=C(C(=CC=C1)I)C)=O (3-Iodo-2-methyl-benzoic acid methyl ester). Reaction conditions: time 40 hour. As a reaction SMILES: [I:1][C:2]1[C:3]([CH3:11])=[C:4]([CH:8]=[CH:9][CH:10]=1)[C:5]([OH:7])=[O:6].S(=O)(=O)(O)O.[CH3:17]O>>[CH3:17][O:6][C:5](=[O:7])[C:4]1[CH:8]=[CH:9][CH:10]=[C:2]([I:1])[C:3]=1[CH3:11]. Reactants: IC=1C(=C(C(=O)O)C=CC1)C (3-iodo-2-methyl-benzoic acid), S(O)(O)(=O)=O (sulfuric acid), CO (methanol).